From a dataset of the Open Reaction Database (ORD), a public repository of structured organic reaction records. describe an organic reaction: reactants, conditions, products, and yield Reactants: Cl (hydrochloric acid), C([O-])(O)=O.[Na+] (sodium bicarbonate), Cl.NCC1=CC=C(C=C1)CC(=O)OCC (Ethyl 4-aminomethylphenylacetate hydrochloride), C(#N)C1=CC=C(C=C1)CC(=O)OCC (ethyl 4-cyanophenylacetate), C(CCC)OC1=C(C(=O)Cl)C=C(C=C1)Cl (2-butoxy-5-chlorobenzoyl chloride). Solvent: C1(=CC=CC=C1)C (toluene), O (water), C(C)N(CC)CC (triethylamine), C1(=CC=CC=C1)C (toluene), C1(=CC=CC=C1)C (toluene). Product: C(CCC)OC1=C(C(=O)NCC2=CC=C(C=C2)CC(=O)O)C=C(C=C1)Cl (4-(2-Butoxy-5-chlorobenzamidomethyl)-phenylacetic acid). Reaction SMILES: Cl.[NH2:2][CH2:3][C:4]1[CH:9]=[CH:8][C:7]([CH2:10][C:11]([O:13]CC)=[O:12])=[CH:6][CH:5]=1.C(C1C=CC(CC(OCC)=O)=CC=1)#N.[CH2:30]([O:34][C:35]1[CH:43]=[CH:42][C:41]([Cl:44])=[CH:40][C:36]=1[C:37](Cl)=[O:38])[CH2:31][CH2:32][CH3:33].Cl.C(=O)(O)[O-].[Na+]>C1(C)C=CC=CC=1.O.C(N(CC)CC)C>[CH2:30]([O:34][C:35]1[CH:43]=[CH:42][C:41]([Cl:44])=[CH:40][C:36]=1[C:37]([NH:2][CH2:3][C:4]1[CH:5]=[CH:6][C:7]([CH2:10][C:11]([OH:13])=[O:12])=[CH:8][CH:9]=1)=[O:38])[CH2:31][CH2:32][CH3:33] |f:0.1,5.6|. Reported procedure: 11.5 g Ethyl 4-aminomethylphenylacetate hydrochloride (m.p. 172° C.; prepared by the catalytic hydrogenation of ethyl 4-cyanophenylacetate) are suspended in 200 ml toluene. After the addition of 13.9 ml triethylamine, there is added dropwise, while cooling, a solution of 12.4 g 2-butoxy-5-chlorobenzoyl chloride in 10 ml toluene. The reaction mixture is subsequently heated under reflux for 2 hours, while stirring. After cooling, the toluene phase is treated successively with dilute hydrochloric a... Reactants: BrC=1NC2=CC(=CC=C2C1C1CCCCC1)C(=O)OC (methyl 2-bromo-3-cyclohexyl-1H-indole-6-carboxylate), C(O)([O-])=O.[Na+] (sodium hydrogen carbonate), CC1(OB(OC1(C)C)C1=C(C=CC=C1)N)C (2-(4,4,5,5-tetramethyl-1,3,2-dioxaborolan-2-yl)phenylamine). Reagents/catalysts: C=1C=CC(=CC1)[P](C=2C=CC=CC2)(C=3C=CC=CC3)[Pd]([P](C=4C=CC=CC4)(C=5C=CC=CC5)C=6C=CC=CC6)([P](C=7C=CC=CC7)(C=8C=CC=CC8)C=9C=CC=CC9)[P](C=1C=CC=CC1)(C=1C=CC=CC1)C=1C=CC=CC1 (tetrakis(triphenylphosphine)palladium). Run in O (water), O (water), COCCOC (1,2-dimethoxyethane). Product: NC1=C(C=CC=C1)C=1NC2=CC(=CC=C2C1C1CCCCC1)C(=O)OC (methyl 2-(2-aminophenyl)-3-cyclohexyl-1H-indole-6-carboxylate). Isolated yield 96.4%. RXN SMILES: Br[C:2]1[NH:3][C:4]2[C:9]([C:10]=1[CH:11]1[CH2:16][CH2:15][CH2:14][CH2:13][CH2:12]1)=[CH:8][CH:7]=[C:6]([C:17]([O:19][CH3:20])=[O:18])[CH:5]=2.CC1(C)C(C)(C)OB([C:29]2[CH:34]=[CH:33][CH:32]=[CH:31][C:30]=2[NH2:35])O1.C(=O)([O-])O.[Na+]>COCCOC.O.C1C=CC([P]([Pd]([P](C2C=CC=CC=2)(C2C=CC=CC=2)C2C=CC=CC=2)([P](C2C=CC=CC=2)(C2C=CC=CC=2)C2C=CC=CC=2)[P](C2C=CC=CC=2)(C2C=CC=CC=2)C2C=CC=CC=2)(C2C=CC=CC=2)C2C=CC=CC=2)=CC=1>[NH2:35][C:30]1[CH:31]=[CH:32][CH:33]=[CH:34][C:29]=1[C:2]1[NH:3][C:4]2[C:9]([C:10]=1[CH:11]1[CH2:16][CH2:15][CH2:14][CH2:13][CH2:12]1)=[CH:8][CH:7]=[C:6]([C:17]([O:19][CH3:20])=[O:18])[CH:5]=2 |f:2.3,^1:52,54,73,92|. Procedure: To a suspension of methyl 2-bromo-3-cyclohexyl-1H-indole-6-carboxylate (6.50 g, 19.3 mmol) obtained in the same manner as in the method described in WO03/010140 and 2-(4,4,5,5-tetramethyl-1,3,2-dioxaborolan-2-yl)phenylamine (5.08 g, 23.2 mmol) in 1,2-dimethoxyethane (90 ml) and water (45 ml) were added sodium hydrogen carbonate (4.81 g, 57.9 mmol) and tetrakis(triphenylphosphine)palladium (1.12 mg, 0.965 mmol), and the mixture was heated under reflux for 9 hr. The mixture was allowed to cool to ... The reactants are acetal, C(C)OC(C1=NC(=NN1C)C1=NC=CN=C1)OCC (2-[5-(diethoxymethyl)-1-methyl-1H-1,2,4-triazol-3-yl]pyrazine), Cl (HCl). Run in O (water). Run at temperature 60 celsius. The product is O.Cl.Cl.CN1N=C(N=C1C=O)C1=NC=CN=C1 (2-Methyl-5-pyrazin-2-yl-2H-[1,2,4]triazole-3-carbaldehyde dihydrochloride monohydrate). Yield: 209.2%. RXN SMILES: C([O:3][CH:4](OCC)[C:5]1[N:9]([CH3:10])[N:8]=[C:7]([C:11]2[CH:16]=[N:15][CH:14]=[CH:13][N:12]=2)[N:6]=1)C.[ClH:20]>O>[OH2:3].[ClH:20].[ClH:20].[CH3:10][N:9]1[C:5]([CH:4]=[O:3])=[N:6][C:7]([C:11]2[CH:16]=[N:15][CH:14]=[CH:13][N:12]=2)=[N:8]1 |f:3.4.5.6|. Reported procedure: The acetal from step 2, 2-[5-(diethoxymethyl)-1-methyl-1H-1,2,4-triazol-3-yl]pyrazine (44.5 g, 0.17 mol) was dissolved in water (150 mL) and conc. HCl (30.0 mL of 12 M, 0.36 mol, ˜2 equiv). The solution was degassed with nitrogen for 2 min and heated in an oil bath at a bath temperature of 60° C for 2 h, resulting in complete hydrolysis of the acetal group. The volatiles were removed in vacuo, affording a yellow solid (49.8 g). This was suspended in dichloromethane (1 L), refluxed under nitrogen...